From a dataset of the Open Reaction Database (ORD), a public repository of structured organic reaction records. describe an organic reaction: reactants, conditions, products, and yield Reactants: CO, O=Cc1ccc2c(c1)OCCO2, OO, O=S(=O)(O)O. The product is Oc1ccc2c(c1)OCCO2. RXN SMILES: [CH3:20][OH:21].[O:1]1[CH2:2][CH2:3][O:4][c:5]2[c:6]1[cH:7][cH:8][c:9]([CH:11]=[O:12])[cH:10]2.[OH:18][OH:19].[S:13]([OH:14])(=[O:15])(=[O:16])[OH:17]>>[O:1]1[CH2:2][CH2:3][O:4][c:5]2[c:6]1[cH:7][cH:8][c:9]([OH:14])[cH:10]2. The reactants are C[O-].[Na+] (Sodium methoxide), C(C1=CC=CC=C1)SC=1C=CC(=C(C1)/C=C/C(=O)OCC)NC=1C=NC(=CC1OC)C1=CC(=CC=C1)F ((E)-ethyl 3-(5-(benzylthio)-2-((6-(3-fluorophenyl)-4-methoxypyridin-3-yl)amino)phenyl)acrylate), C(CCC)P(CCCC)CCCC (tributylphosphine). Solvent: CO (methanol), CO (MeOH). Run at time 2 hour. Yields the product C(C1=CC=CC=C1)SC=1C=C2C=CC(N(C2=CC1)C=1C=NC(=CC1OC)C1=CC(=CC=C1)F)=O (6-(benzylthio)-1-(6-(3-fluorophenyl)-4-methoxypyridin-3-yl)quinolin-2(1H)-one). Yield: 33.3%. RXN SMILES: [CH2:1]([S:8][C:9]1[CH:10]=[CH:11][C:12]([NH:22][C:23]2[CH:24]=[N:25][C:26]([C:31]3[CH:36]=[CH:35][CH:34]=[C:33]([F:37])[CH:32]=3)=[CH:27][C:28]=2[O:29][CH3:30])=[C:13](/[CH:15]=[CH:16]/[C:17]([O:19]CC)=O)[CH:14]=1)[C:2]1[CH:7]=[CH:6][CH:5]=[CH:4][CH:3]=1.C(P(CCCC)CCCC)CCC.C[O-].[Na+]>CO>[CH2:1]([S:8][C:9]1[CH:14]=[C:13]2[C:12](=[CH:11][CH:10]=1)[N:22]([C:23]1[CH:24]=[N:25][C:26]([C:31]3[CH:36]=[CH:35][CH:34]=[C:33]([F:37])[CH:32]=3)=[CH:27][C:28]=1[O:29][CH3:30])[C:17](=[O:19])[CH:16]=[CH:15]2)[C:2]1[CH:7]=[CH:6][CH:5]=[CH:4][CH:3]=1 |f:2.3|. Reported procedure: A MeOH solution of (E)-ethyl 3-(5-(benzylthio)-2-((6-(3-fluorophenyl)-4-methoxypyridin-3-yl)amino)phenyl)acrylate (0.615 g, 1.195 mmol) and tributylphosphine (0.060 ml, 0.239 mmol) in a 40-mL vial was stirred overnight at 70° C. Sodium methoxide, 25 wt % solution in methanol (0.106 ml, 0.478 mmol) was then added. After stirring for 2 h, the reaction was concentrated under a stream of N2 and purified via column chromatography (50 g Snap Ultra column, 0% to 100% EtOAc/hept) to afford 6-(benzylthio... The reactants are C(C)OC(C(C)(C)OC1=CC(=C(C=C1)O)F)=O (2-(3-fluoro-4-hydroxy-phenoxy)-2-methyl-propionic acid ethyl ester), FC(OC1=CC=C(C=C1)C#CCCCOS(=O)(=O)C)(F)F (methanesulfonic acid 5-(4-trifluoromethoxy-phenyl)-pent-4-ynyl ester). Yields the product C(C)OC(C(C)(C)OC1=CC(=C(C=C1)OCCCC#CC1=CC=C(C=C1)OC(F)(F)F)F)=O (2-{3-Fluoro-4-[5-(4-trifluoromethoxy-phenyl)-pent-4-ynyloxy]-phenoxy}-2-methyl-propionic acid ethyl ester). As a reaction SMILES: [CH2:1]([O:3][C:4](=[O:17])[C:5]([O:8][C:9]1[CH:14]=[CH:13][C:12]([OH:15])=[C:11]([F:16])[CH:10]=1)([CH3:7])[CH3:6])[CH3:2].[F:18][C:19]([F:38])([F:37])[O:20][C:21]1[CH:26]=[CH:25][C:24]([C:27]#[C:28][CH2:29][CH2:30][CH2:31]OS(C)(=O)=O)=[CH:23][CH:22]=1>>[CH2:1]([O:3][C:4](=[O:17])[C:5]([O:8][C:9]1[CH:14]=[CH:13][C:12]([O:15][CH2:31][CH2:30][CH2:29][C:28]#[C:27][C:24]2[CH:25]=[CH:26][C:21]([O:20][C:19]([F:18])([F:37])[F:38])=[CH:22][CH:23]=2)=[C:11]([F:16])[CH:10]=1)([CH3:7])[CH3:6])[CH3:2]. Reported procedure: In analogy to the procedure described in example 20A], 2-(3-fluoro-4-hydroxy-phenoxy)-2-methyl-propionic acid ethyl ester (example 32E]) and methanesulfonic acid 5-(4-trifluoromethoxy-phenyl)-pent-4-ynyl ester (example 1G]) yielded the title compound as brown oil. Starting materials: O (Water), COC=1C=C2C(COCC2=CC1)(C)C (6-methoxy-4,4-dimethyl-3,4-dihydro-1H-isochromene), COC=1C=C2C(COCC2=CC1)(C)C (6-methoxy-4,4-dimethyl-3,4-dihydro-1H-isochromene), BrB(Br)Br (Tribromoborane). The solvent is C(Cl)Cl (DCM). Run at temperature 0 celsius, time 2 hour. Product: CC1(COCC2=CC=C(C=C12)O)C (4,4-dimethyl-3,4-dihydro-1H-isochromen-6-ol). Isolated yield 12.9%. Reaction SMILES: C[O:2][C:3]1[CH:4]=[C:5]2[C:10](=[CH:11][CH:12]=1)[CH2:9][O:8][CH2:7][C:6]2([CH3:14])[CH3:13].BrB(Br)Br.O>C(Cl)Cl>[CH3:13][C:6]1([CH3:14])[C:5]2[C:10](=[CH:11][CH:12]=[C:3]([OH:2])[CH:4]=2)[CH2:9][O:8][CH2:7]1. Procedure details: 6-methoxy-4,4-dimethyl-3,4-dihydro-1H-isochromene (Intermediate 41, 350 mg, 1.8205 mmol) was dissolved in DCM (10 mL) and the solution was cooled to 0° C. Tribromoborane (228.04 mg, 0.9102 mmol) was added and the resulting mixture was stirred at 0° C. for 2 hours. Water (10 mL) was added and the two phases were separated. Organics were dried over Na2SO4, filtered and dried in vacuo. The crude was purified by flash chromatography (Biotage system) on silica gel using a SNAP 25 g as column and cycl... Starting materials: OCCN(CCCN1C(CCC2=CC(=CC=C12)[N+](=O)[O-])=O)C (1-(3-((2-Hydroxyethyl)(methyl)amino)propyl)-6-nitro-3,4-dihydroquinolin-2(1H)-one), C1CCOC1 (THF). Conditions: temperature 60 celsius. Product: CN(CCO)CCCN1CCCC2=CC(=CC=C12)[N+](=O)[O-] (2-(Methyl(3-(6-nitro-3,4-dihydroquinolin-1(2H)-yl)propyl)amino)ethanol). Reaction SMILES: [OH:1][CH2:2][CH2:3][N:4]([CH3:22])[CH2:5][CH2:6][CH2:7][N:8]1[C:17]2[C:12](=[CH:13][C:14]([N+:18]([O-:20])=[O:19])=[CH:15][CH:16]=2)[CH2:11][CH2:10][C:9]1=O.C1COCC1>>[CH3:22][N:4]([CH2:5][CH2:6][CH2:7][N:8]1[C:17]2[C:12](=[CH:13][C:14]([N+:18]([O-:20])=[O:19])=[CH:15][CH:16]=2)[CH2:11][CH2:10][CH2:9]1)[CH2:3][CH2:2][OH:1]. Procedure details: 1-(3-((2-Hydroxyethyl)(methyl)amino)propyl)-6-nitro-3,4-dihydroquinolin-2(1H)-one (200 mg, 0.651 mmol) was stirred in borane-tetrahydrofuran complex, 1M sol'n in THF (6.507 mL, 6.51 mmol) until the material dissolved. The resulting solution was then heated at 60° C. overnight. The reaction mixture was then cooled in an ice bath and quenched with methanol (slowly). The solution was then concentrated, redissolved in methanol (5 mL) and stirred with 1M HCl (5 mL) at reflux for 1 h. The mixture was ... The reactants are FC(C1=CC=C(COC(=O)C=2C(C(=C(NC2C)C)C(=O)OC)C2=C(C=CC=C2)[N+](=O)[O-])C=C1)(F)F (2,6-dimethyl-3-methoxycarbonyl-4-(2'-nitrophenyl)-1,4-dihydropyridine-5-carboxylic acid 4-trifluoromethylbenzyl ester). Run in C(C)O (ethanol), C(C)O (ethanol). The product is COC(=O)CC(=O)/C=C/C1=CC=CC=C1[N+](=O)[O-] (2'-nitrobenzylideneacetoacetic acid methyl ester), FC(C1=CC=C(COC(\C=C(\C)/N)=O)C=C1)(F)F (β-aminocrotonic acid 4-trifluoromethylbenzyl ester). Reaction SMILES: [F:1][C:2]([F:35])([F:34])[C:3]1[CH:33]=[CH:32][C:6]([CH2:7][O:8][C:9]([C:11]2[CH:12]([C:23]3[CH:28]=[CH:27][CH:26]=[CH:25][C:24]=3[N+:29]([O-:31])=[O:30])[C:13]([C:19]([O:21]C)=O)=C(C)[NH:15][C:16]=2[CH3:17])=[O:10])=[CH:5][CH:4]=1>C(O)C>[CH3:7][O:8][C:9]([CH2:11][C:19](/[CH:13]=[CH:12]/[C:23]1[C:24]([N+:29]([O-:31])=[O:30])=[CH:25][CH:26]=[CH:27][CH:28]=1)=[O:21])=[O:10].[F:1][C:2]([F:34])([F:35])[C:3]1[CH:4]=[CH:5][C:6]([CH2:7][O:8][C:9](=[O:10])/[CH:11]=[C:16](\[NH2:15])/[CH3:17])=[CH:32][CH:33]=1. Procedure: Analogously to Example 1 heating a solution of 75 mmols of 2'-nitrobenzylideneacetoacetic acid methyl ester and 75 mmols of β-aminocrotonic acid 4-trifluoromethylbenzyl ester in 120 ml of ethanol gave 2,6-dimethyl-3-methoxycarbonyl-4-(2'-nitrophenyl)-1,4-dihydropyridine-5-carboxylic acid 4-trifluoromethylbenzyl ester of melting point 130° C (from ethanol). The reactants are CCC(C)=O, COc1ccccc1OCCCc1oc(Cl)nc1-c1ccc(Cl)cc1, O, c1ccc(N2CCNCC2)cc1. Product: COc1ccccc1OCCCc1oc(N2CCN(c3ccccc3)CC2)nc1-c1ccc(Cl)cc1. As a reaction SMILES: [CH3:38][C:39](=[O:40])[CH2:41][CH3:42].[Cl:1][c:2]1[o:3][c:4]([CH2:14][CH2:15][CH2:16][O:17][c:18]2[c:19]([O:24][CH3:25])[cH:20][cH:21][cH:22][cH:23]2)[c:5](-[c:7]2[cH:8][cH:9][c:10]([Cl:13])[cH:11][cH:12]2)[n:6]1.[OH2:43].[c:26]1([N:32]2[CH2:33][CH2:34][NH:35][CH2:36][CH2:37]2)[cH:27][cH:28][cH:29][cH:30][cH:31]1>>[c:2]1([N:35]2[CH2:34][CH2:33][N:32]([c:26]3[cH:27][cH:28][cH:29][cH:30][cH:31]3)[CH2:37][CH2:36]2)[o:3][c:4]([CH2:14][CH2:15][CH2:16][O:17][c:18]2[c:19]([O:24][CH3:25])[cH:20][cH:21][cH:22][cH:23]2)[c:5](-[c:7]2[cH:8][cH:9][c:10]([Cl:13])[cH:11][cH:12]2)[n:6]1.